From a dataset of the Open Reaction Database (ORD), a public repository of structured organic reaction records. describe an organic reaction: reactants, conditions, products, and yield The reactants are [Al+3], CC(=O)C1CN(Cc2ccccc2)CC1c1ccc(F)cc1, C1CCOC1, [H-], [H-], [H-], [H-], [Li+]. Product: CC(O)C1CN(Cc2ccccc2)CC1c1ccc(F)cc1. RXN SMILES: [Al+3:24].[CH2:1]([c:2]1[cH:3][cH:4][cH:5][cH:6][cH:7]1)[N:8]1[CH2:9][CH:10]([C:20]([CH3:21])=[O:22])[CH:11]([c:13]2[cH:14][cH:15][c:16]([F:19])[cH:17][cH:18]2)[CH2:12]1.[CH2:29]1[O:30][CH2:31][CH2:32][CH2:33]1.[H-:23].[H-:26].[H-:27].[H-:28].[Li+:25]>>[CH2:1]([c:2]1[cH:3][cH:4][cH:5][cH:6][cH:7]1)[N:8]1[CH2:9][CH:10]([CH:20]([CH3:21])[OH:22])[CH:11]([c:13]2[cH:14][cH:15][c:16]([F:19])[cH:17][cH:18]2)[CH2:12]1.